Task: describe an organic reaction: reactants, conditions, products, and yield. Dataset: the Open Reaction Database (ORD), a public repository of structured organic reaction records Reported procedure: 6.4 gm (0.0234 mol) of 2-(2-chloro-4-methyl-phenylimino)-imidazolidine nitrate were added slowly over a period of 15 minutes to 10 ml of concentrated sulfuric acid at 20° C., while slightly cooling and vigorously stirring. The viscous reaction mixture was allowed to stand at room temperature for two hours, whereupon ice was added thereto, and the precipitate formed thereby was filtered off, recrystallized from methanol and dried. Yield: 2 gm (33.5% of theory) of 2-(2-chloro-4-methyl-5-nitro-phen... Conditions: time 2 hour. Product: ClC1=C(C=C(C(=C1)C)[N+](=O)[O-])N=C1NCCN1 (2-(2-Chloro-4-methyl-5-nitro-phenylimino)-imidazolidine). As a reaction SMILES: [N+:1]([O-:4])(O)=[O:2].[Cl:5][C:6]1[CH:11]=[C:10]([CH3:12])[CH:9]=[CH:8][C:7]=1[N:13]=[C:14]1[NH:18][CH2:17][CH2:16][NH:15]1.S(=O)(=O)(O)O>>[Cl:5][C:6]1[CH:11]=[C:10]([CH3:12])[C:9]([N+:1]([O-:4])=[O:2])=[CH:8][C:7]=1[N:13]=[C:14]1[NH:15][CH2:16][CH2:17][NH:18]1 |f:0.1|. Starting materials: [N+](=O)(O)[O-].ClC1=C(C=CC(=C1)C)N=C1NCCN1 (2-(2-chloro-4-methyl-phenylimino)-imidazolidine nitrate), S(O)(O)(=O)=O (sulfuric acid). Reactants: Cc1cc(Br)cnc1CCCCN, O=c1[nH]c(N[N+](=O)[O-])ncc1Cc1ccccc1, c1ccncc1. The product is Cc1cc(Br)cnc1CCCCNc1ncc(Cc2ccccc2)c(=O)[nH]1. As a reaction SMILES: [Br:1][c:2]1[cH:3][c:4]([CH3:13])[c:5]([CH2:8][CH2:9][CH2:10][CH2:11][NH2:12])[n:6][cH:7]1.[CH2:14]([c:15]1[cH:16][cH:17][cH:18][cH:19][cH:20]1)[c:21]1[c:22](=[O:31])[nH:23][c:24]([NH:27][N+:28]([O-:29])=[O:30])[n:25][cH:26]1.[cH:32]1[cH:33][cH:34][n:35][cH:36][cH:37]1>>[Br:1][c:2]1[cH:3][c:4]([CH3:13])[c:5]([CH2:8][CH2:9][CH2:10][CH2:11][NH:12][c:24]2[nH:23][c:22](=[O:31])[c:21]([CH2:14][c:15]3[cH:16][cH:17][cH:18][cH:19][cH:20]3)[cH:26][n:25]2)[n:6][cH:7]1. Product: FC(F)(F)c1ccc(Nc2ccnc3nc(-c4ncccc4C(F)(F)F)ccc23)nc1. Reaction SMILES: [CH3:37][OH:38].[CH:33]([O-:34])=[O:35].[Cl:1][c:2]1[n:3][c:4]2[n:5][c:6](-[c:23]3[n:24][cH:25][cH:26][cH:27][c:28]3[C:29]([F:30])([F:31])[F:32])[cH:7][cH:8][c:9]2[c:10]([NH:12][c:13]2[n:14][cH:15][c:16]([C:19]([F:20])([F:21])[F:22])[cH:17][cH:18]2)[cH:11]1.[NH4+:36]>>[cH:2]1[n:3][c:4]2[n:5][c:6](-[c:23]3[n:24][cH:25][cH:26][cH:27][c:28]3[C:29]([F:30])([F:31])[F:32])[cH:7][cH:8][c:9]2[c:10]([NH:12][c:13]2[n:14][cH:15][c:16]([C:19]([F:20])([F:21])[F:22])[cH:17][cH:18]2)[cH:11]1. Starting materials: CO, O=C[O-], FC(F)(F)c1ccc(Nc2cc(Cl)nc3nc(-c4ncccc4C(F)(F)F)ccc23)nc1, [NH4+]. The reactants are FCC#N (fluoroacetonitrile), solution, C(C(C)=C)Cl (methallyl chloride), [Mg] (magnesium), CI (methyl iodide), C(C(C)=C)Cl (methallyl chloride), [Cl-].[NH4+] (ammonium chloride), [C-]#N.[Na+] (sodium cyanide). Solvent: O.O1CCCC1 (water THF), O1CCCC1 (THF), O1CCCC1 (tetrahydrofuran), O1CCCC1 (tetrahydrofuran), O (water). Conditions: time 8 hour. Product: FCC(C#N)(CC(=C)C)N (2-Fluoromethyl-2-amino-4-methyl-4-pentenenitrile). Isolated yield 103.3%. As a reaction SMILES: [CH2:1](Cl)[C:2](=[CH2:4])[CH3:3].[Mg].CI.[F:9][CH2:10][C:11]#[N:12].[Cl-].[NH4+:14].[C-:15]#N.[Na+]>O1CCCC1.O.O.O1CCCC1>[F:9][CH2:10][C:11]([NH2:12])([CH2:1][C:2]([CH3:3])=[CH2:4])[C:15]#[N:14] |f:4.5,6.7,10.11|. Reported procedure: In a 10 l reactor, filled with nitrogen, about 100 ml of a solution of methallyl chloride (453 g, 490 ml, 5.0 mol) in dry tetrahydrofuran (THF) (4 l) is added to a stirred suspension of magnesium turnings (486 g, 20 mol) in tetrahydrofuran (THF) (1 l), previously activated by 2 ml of methyl iodide. The mixture is heated until Grignard formation starts. The reaction mixture is cooled with ice, and methallyl chloride solution is added at such a rate that the internal temperature does not exceed 50... The reactants are CC1=CC=C(C2=CC=3C(C4=CC5=C(C=CC(=C5C=C4C(C3C=C12)=O)C)C)=O)C (1,4,8,11-Tetramethyl-6,13-pentacenequinone), C(C)[Si](CC)(CC)C#C (triethylsilylacetylene), C(C)OCC (diethyl ether), stannous(II) chloride, C(CCC)[Li] (n-butyllithium), hexanes. Run in O (water), Cl (HCl), O1CCCC1 (tetrahydrofuran). Run at temperature 0 celsius, time 1 hour. The product is CC1=CC=C(C2=CC3=C(C4=CC5=C(C=CC(=C5C=C4C(=C3C=C12)C#C[Si](CC)(CC)CC)C)C)C#C[Si](CC)(CC)CC)C (1,4,8,11-Tetramethyl-6,13-bis(triethylsilylethynyl)pentacene). The yield is 61.0%. As a reaction SMILES: [CH2:1]([Si:3]([C:8]#[CH:9])([CH2:6][CH3:7])[CH2:4][CH3:5])[CH3:2].C(O[CH2:13][CH3:14])C.[CH2:15]([Li])[CH2:16][CH2:17][CH3:18].[CH3:20][C:21]1[C:42]2[C:25](=[CH:26][C:27]3[C:28](=O)[C:29]4[C:38]([C:39](=O)[C:40]=3[CH:41]=2)=[CH:37][C:36]2[C:31](=C(C)C=CC=2C)[CH:30]=4)[C:24]([CH3:47])=[CH:23][CH:22]=1>Cl.O.O1CCCC1>[CH3:15][C:16]1[C:36]2[C:31](=[CH:30][C:29]3[C:38]([CH:37]=2)=[C:39]([C:9]#[C:8][Si:3]([CH2:6][CH3:7])([CH2:4][CH3:5])[CH2:1][CH3:2])[C:40]2[C:27](=[CH:26][C:25]4[C:42]([CH:41]=2)=[C:21]([CH3:20])[CH:22]=[CH:23][C:24]=4[CH3:47])[C:28]=3[C:2]#[C:1][Si:3]([CH2:8][CH3:9])([CH2:6][CH3:7])[CH2:4][CH3:5])[C:13]([CH3:14])=[CH:18][CH:17]=1. Reported procedure: A 3-necked 500 mL RBF is charged with triethylsilylacetylene (6.1 mL, 34.11 mmol) and anhydrous diethyl ether (100 mL) under nitrogen. The solution is cooled to 0° C. and a solution of 2.5 M n-butyllithium in hexanes (12.4 mL, 31.01 mmol) is added dropwise. The reaction mixture is removed from the ice-bath and stirred for 1 h at 22° C. 1,4,8,11-Tetramethyl-6,13-pentacenequinone 8 (1.13 g, 3.10 mmol) is added and the reaction mixture is stirred at 22° C. for 2 h. Anhydrous tetrahydrofuran (100 mL... Starting materials: Br[C@H]1[C@@H](C2=CC=CC=C2C1)O (trans-(+)-2-bromo-1-indanol), C(C)#N (acetonitrile), O (water). Solvent: S(O)(O)(=O)=O (sulfuric acid), S(O)(O)(=O)=O (sulfuric acid). Reaction conditions: temperature 80 celsius, time 2 hour. The product is N[C@H]1[C@H](CC2=CC=CC=C12)O (cis-(±)-1-aminoindan-2-ol). Yield: 51.0%. RXN SMILES: Br[C@@H]1C[C:9]2[C:4](=[CH:5][CH:6]=[CH:7][CH:8]=2)[C@H:3]1O.[C:12](#[N:14])[CH3:13].[OH2:15]>S(=O)(=O)(O)O>[NH2:14][C@@H:12]1[C:9]2[C:4](=[CH:5][CH:6]=[CH:7][CH:8]=2)[CH2:3][C@@H:13]1[OH:15]. Reported procedure: Into a 10 ml eggplant-type flask, 1.07 g (5.0 mmol) of trans-(+)-2-bromo-1-indanol (I: X=OH, Y=Br; optical purity: 81.6% e.e.) and 2.6 ml of acetonitrile were introduced. While this mixture was stirred with a magnetic stirrer and cooled in a water bath, 0.76 g (7.5 mmol) of 97% sulfuric acid was dropwise added thereto in a period of 2 hours. The resulting mixture was stirred at room temperature for 1 hour and then 6.5 ml of water was added thereto. After an acetonitrile/water azeotrope was disti... Reactants: CC(=O)Nc1nc(CC=O)ns1, CCOC(C)=O. Yields the product CC(=O)Nc1nc(CC(=O)O)ns1. RXN SMILES: [C:1]([CH3:2])(=[O:3])[NH:4][c:5]1[n:6][c:7]([CH2:10][CH:11]=[O:12])[n:8][s:9]1.[CH3:13][CH2:14][O:15][C:16](=[O:17])[CH3:18]>>[C:1]([CH3:2])(=[O:3])[NH:4][c:5]1[n:6][c:7]([CH2:10][C:11](=[O:12])[OH:15])[n:8][s:9]1.